Dataset: the Open Reaction Database (ORD), a public repository of structured organic reaction records. Task: describe an organic reaction: reactants, conditions, products, and yield The reactants are C1(CCCCC1)N1C(N(C(=C(C1=O)C(=O)NCC(=O)OCC)O)C1CN(CCC1)C(=O)OCC1=CC=CC=C1)=O (Phenylmethyl 3-[3-cyclohexyl-5-({[2-(ethyloxy)-2-oxoethyl]amino}carbonyl)-6-hydroxy-2,4-dioxo-3,4-dihydro-1(2H)-pyrimidinyl]-1-piperidinecarboxylate), N-{[3-Cyclohexyl-6-hydroxy-2,4-dioxo-1-(3-piperidinyl)-1,2,3,4-tetrahydro-5-pyrimidinl]carbonyl}glycine hydrobromide. The solvent is C(C)(=O)O (acetic acid), Br (hydrobromic acid), O (water). Conditions: temperature 60 celsius. Product: C1(CCCCC1)N1C(N(C(=C(C1=O)C(=O)NCC(=O)O)O)C1CNCCC1)=O (N-{[3-Cyclohexyl-6-hydroxy-2,4-dioxo-1-(3-piperidinyl)-1,2,3,4-tetrahydro-5-pyrimidinyl]carbonyl}glycine). The yield is 18.9%. Reaction SMILES: [CH:1]1([N:7]2[C:12](=[O:13])[C:11]([C:14]([NH:16][CH2:17][C:18]([O:20]CC)=[O:19])=[O:15])=[C:10]([OH:23])[N:9]([CH:24]3[CH2:29][CH2:28][CH2:27][N:26](C(OCC4C=CC=CC=4)=O)[CH2:25]3)[C:8]2=[O:40])[CH2:6][CH2:5][CH2:4][CH2:3][CH2:2]1>C(O)(=O)C.Br.O>[CH:1]1([N:7]2[C:12](=[O:13])[C:11]([C:14]([NH:16][CH2:17][C:18]([OH:20])=[O:19])=[O:15])=[C:10]([OH:23])[N:9]([CH:24]3[CH2:29][CH2:28][CH2:27][NH:26][CH2:25]3)[C:8]2=[O:40])[CH2:6][CH2:5][CH2:4][CH2:3][CH2:2]1. Reported procedure: N-{[3-Cyclohexyl-6-hydroxy-2,4-dioxo-1-(3-piperidinyl)-1,2,3,4-tetrahydro-5-pyrimidinl]carbonyl}glycine hydrobromide. Phenylmethyl 3-[3-cyclohexyl-5-({[2-(ethyloxy)-2-oxoethyl]amino}carbonyl)-6-hydroxy-2,4-dioxo-3,4-dihydro-1(2H)-pyrimidinyl]-1-piperidinecarboxylate (1.2 g, 2.15 mmoles) was stirred in a mixture of acetic acid (30 mL) and 48% hydrobromic acid (5.0 mL) for 40 hours—reaction incomplete. The mixture was then heated at 60° C. for 2 hours, diluted with water and extracted with ethyl a... Starting materials: [BH4-].[Na+] (Sodium borohydride), CCCCCC(CCCCC)=O (6-undecanone). Solvent: CO (methanol). Conditions: time 2 hour. Yields the product CCCCCC(CCCCC)O (6-undecanol). RXN SMILES: [BH4-].[Na+].[CH3:3][CH2:4][CH2:5][CH2:6][CH2:7][C:8](=[O:14])[CH2:9][CH2:10][CH2:11][CH2:12][CH3:13]>CO>[CH3:13][CH2:12][CH2:11][CH2:10][CH2:9][CH:8]([OH:14])[CH2:7][CH2:6][CH2:5][CH2:4][CH3:3] |f:0.1|. Procedure details: Sodium borohydride (0.55 g, 14.6 mmol) was added to a solution of 6-undecanone (1.66 g, 9.8 mmol) in 50 ml methanol, and the mixture was stirred at room temperature 2 hours. Solvent was evaporated and water was added to the residue which was extracted with CH2Cl2. The extracts were dried over anhydrous potassium carbonate, filtered, and the solvent was evaporated to leave crude 6-undecanol. The procedure of example 13 a. was followed but the crude 6-undecanol was substituted in place of 9-dodecy... Reactants: O=C([O-])[O-], COc1ncc(B(O)O)c(OC)n1, Cc1cnc(F)c(Br)c1, [Na+], [Na+], CC(=O)[O-], CC(=O)[O-], [Pd+2], c1ccc(P(c2ccccc2)c2ccccc2)cc1. Product: COc1ncc(-c2cc(C)cnc2F)c(OC)n1. Reaction SMILES: [C:23](=[O:24])([O-:25])[O-:26].[CH3:1][O:2][c:3]1[n:4][cH:5][c:6]([B:11]([OH:12])[OH:13])[c:7]([O:9][CH3:10])[n:8]1.[F:14][c:15]1[n:16][cH:17][c:18]([CH3:22])[cH:19][c:20]1[Br:21].[Na+:27].[Na+:28].[O-:49][C:50]([CH3:51])=[O:52].[O-:53][C:54]([CH3:55])=[O:56].[Pd+2:48].[c:29]1([P:30]([c:31]2[cH:32][cH:33][cH:34][cH:35][cH:36]2)[c:37]2[cH:38][cH:39][cH:40][cH:41][cH:42]2)[cH:43][cH:44][cH:45][cH:46][cH:47]1>>[CH3:1][O:2][c:3]1[n:4][cH:5][c:6](-[c:20]2[c:15]([F:14])[n:16][cH:17][c:18]([CH3:22])[cH:19]2)[c:7]([O:9][CH3:10])[n:8]1. The reactants are CN(C)C=O, ClCc1ccccn1, Cl, Cn1c(C(F)(F)F)cc(=O)n(-c2cc3c(cc2F)OCC(=O)N3)c1=O, [H-], [Na+]. Yields the product Cn1c(C(F)(F)F)cc(=O)n(-c2cc3c(cc2F)OCC(=O)N3Cc2ccccn2)c1=O. RXN SMILES: [CH3:37][N:38]([CH3:39])[CH:40]=[O:41].[Cl:29][CH2:30][c:31]1[n:32][cH:33][cH:34][cH:35][cH:36]1.[ClH:28].[F:1][c:2]1[cH:3][c:4]2[c:5]([cH:11][c:12]1-[n:13]1[c:14](=[O:25])[n:15]([CH3:24])[c:16]([C:20]([F:21])([F:22])[F:23])[cH:17][c:18]1=[O:19])[NH:6][C:7](=[O:10])[CH2:8][O:9]2.[H-:26].[Na+:27]>>[F:1][c:2]1[cH:3][c:4]2[c:5]([cH:11][c:12]1-[n:13]1[c:14](=[O:25])[n:15]([CH3:24])[c:16]([C:20]([F:21])([F:22])[F:23])[cH:17][c:18]1=[O:19])[N:6]([CH2:30][c:31]1[n:32][cH:33][cH:34][cH:35][cH:36]1)[C:7](=[O:10])[CH2:8][O:9]2.